From a dataset of the Open Reaction Database (ORD), a public repository of structured organic reaction records. describe an organic reaction: reactants, conditions, products, and yield Reactants: [I-].C[S+](=O)(C)C (trimethylsulfoxonium iodide), [H-].[Na+] (sodium hydride), C(C)[C@]12[C@H](CCOC=3C1=CC=1C=NN(C1C3)C3=CC(=NC=C3)C)CC(CC2)=O ((4aR,12bS)-12b-ethyl-9-(2-methylpyridin-4-yl)-4,4a,5,6,9,12b-hexahydro-1H-benzo[4,5]oxepino[3,2-f]indazol-3(2H)-one). Solvent: CS(=O)C (DMSO), C1CCOC1 (THF). Conditions: temperature 60 celsius, time 15 minute. Product: C(C)C12C(CCOC=3C1=CC=1C=NN(C1C3)C3=CC(=NC=C3)C)CC3(OC3)CC2 (rac-(2′R,4aS,12bR)-12b-ethyl-9-(2-methylpyridin-4-yl)-1,2,4,4a,5,6,9,12b-octahydrospiro[benzo[4,5]oxepino[3,2-f]indazole-3,2′-oxirane]). The yield is 82.1%. RXN SMILES: [H-].[Na+].[I-].[CH3:4][S+](C)(C)=O.[CH2:9]([C@:11]12[CH2:35][CH2:34][C:33](=[O:36])[CH2:32][C@H:12]1[CH2:13][CH2:14][O:15][C:16]1[C:17]2=[CH:18][C:19]2[CH:20]=[N:21][N:22]([C:25]3[CH:30]=[CH:29][N:28]=[C:27]([CH3:31])[CH:26]=3)[C:23]=2[CH:24]=1)[CH3:10]>CS(C)=O.C1COCC1>[CH2:9]([C:11]12[CH2:35][CH2:34][C:33]3([CH2:4][O:36]3)[CH2:32][CH:12]1[CH2:13][CH2:14][O:15][C:16]1[C:17]2=[CH:18][C:19]2[CH:20]=[N:21][N:22]([C:25]3[CH:30]=[CH:29][N:28]=[C:27]([CH3:31])[CH:26]=3)[C:23]=2[CH:24]=1)[CH3:10] |f:0.1,2.3|. Reported procedure: A 100 mL round-bottom flask equipped with rubber septum and nitrogen inlet needle was charged with sodium hydride (60 wt % in oil, 0.212 g, 5.29 mmol) in DMSO (13 mL) and then the mixture was heated at about 60° C. in a heating block for about 30 min. The mixture was allowed to cool to rt, at which point trimethylsulfoxonium iodide (1.16 g, 5.29 mmol) was added in one portion and the reaction mixture was stirred for about 15 min. A solution of rac-(4aR,12bS)-12b-ethyl-9-(2-methylpyridin-4-yl)-4,... Reactants: C(=O)(O)C1=CC(=C(C=C1)B(O)O)OC (4-Carboxy-2-methoxyphenylboronic acid), [H-].[H-].[H-].[H-].[Li+].[Al+3] (LAH). Solvent: C1CCOC1 (THF). Conditions: temperature 0 celsius, time 1 hour. Product: OCC1=CC(=C(C=C1)B(O)O)OC (4-(Hydroxymethyl)-2-methoxy-phenyl boronic acid). RXN SMILES: [C:1]([C:4]1[CH:9]=[CH:8][C:7]([B:10]([OH:12])[OH:11])=[C:6]([O:13][CH3:14])[CH:5]=1)(O)=[O:2].[H-].[H-].[H-].[H-].[Li+].[Al+3]>C1COCC1>[OH:2][CH2:1][C:4]1[CH:9]=[CH:8][C:7]([B:10]([OH:11])[OH:12])=[C:6]([O:13][CH3:14])[CH:5]=1 |f:1.2.3.4.5.6|. Reported procedure: 4-Carboxy-2-methoxyphenylboronic acid (500 mg, 2.5 mmol) was dissolved in THF (25 mL) and cooled to 0° C. At this temperature LAH (2 M solution in THF; 3.3 mL, 6.6 mmol) was added drop wise and the reaction mixture allowed to stir for 1 h at 0° C. and then allowed to warm to rt and stirred for 16 h. The reaction mixture was recooled to 0° C. and quenched by addition of MeOH. Celite and Na2SO4 were added, stirred for 15 min and then filtered. The filtrate was concentrated and the residue was drie... Starting materials: CCOCC (ether), N1(CCCCC1)CCCOC=1C=C(C=CC1OCCCN1CCCCC1)CCCC ((3,4-bis[3-(piperidin-1-yl)propoxy]phenyl}-butane), Cl (HCl). The solvent is C(C)O (ethanol), C(C)O (ethanol). Run at temperature 2.5 celsius, time 3 hour. Yields the product Cl.Cl.Cl.Cl.N1(CCCCC1)CCCOC=1C=C(C=CC1OCCCN1CCCCC1)CCCCC1=CC(=C(C=C1)OCCCN1CCCCC1)OCCCN1CCCCC1 (1,4-bis{3,4-bis[3-(piperidin-1-yl)propoxy]phenyl}-butane tetrakis-hydrochloride salt). Isolated yield 83.2%. Reaction SMILES: [ClH:1].[N:2]1([CH2:8][CH2:9][CH2:10][O:11][C:12]2[CH:13]=[C:14]([CH2:28][CH2:29][CH2:30][CH3:31])[CH:15]=[CH:16][C:17]=2[O:18][CH2:19][CH2:20][CH2:21][N:22]2[CH2:27][CH2:26][CH2:25][CH2:24][CH2:23]2)[CH2:7][CH2:6][CH2:5][CH2:4][CH2:3]1.[CH3:32][CH2:33][O:34][CH2:35][CH3:36]>C(O)C>[ClH:1].[ClH:1].[ClH:1].[ClH:1].[N:2]1([CH2:8][CH2:9][CH2:10][O:11][C:12]2[CH:13]=[C:14]([CH2:28][CH2:29][CH2:30][CH2:31][C:12]3[CH:17]=[CH:16][C:33]([O:34][CH2:35][CH2:36][CH2:21][N:22]4[CH2:23][CH2:24][CH2:25][CH2:26][CH2:27]4)=[C:32]([O:11][CH2:10][CH2:9][CH2:8][N:2]4[CH2:3][CH2:4][CH2:5][CH2:6][CH2:7]4)[CH:13]=3)[CH:15]=[CH:16][C:17]=2[O:18][CH2:19][CH2:20][CH2:21][N:22]2[CH2:23][CH2:24][CH2:25][CH2:26][CH2:27]2)[CH2:7][CH2:6][CH2:5][CH2:4][CH2:3]1 |f:4.5.6.7.8|. Procedure: To all ice cooled (0-5° C.) solution of aqueous concentrated HCl (7.0 mL, of 11 N, 77 mmol, 24 equiv.) in 95% ethanol (21 mL) was added dropwise a solution of 1,4-bis{(3,4-bis[3-(piperidin-1-yl)propoxy]phenyl}-butane (2.50 g, 3.225 mmol) in 95% ethanol (21 mL)*. The solution was allowed to stir at 0-5° C. for three hours and the solvent was removed on a rotary evaporator keeping the temperature of the water bath at 45° C. The hydrochloride salt was dried under high vacuum for 48 hours. The crude... Starting materials: [Br-], CCOc1cc(C(=O)N(C)OC)cc(S(F)(F)(F)(F)F)c1, C1CCOC1, C[Mg+]. Product: CCOc1cc(C(C)=O)cc(S(F)(F)(F)(F)F)c1. As a reaction SMILES: [Br-:22].[CH2:1]([CH3:2])[O:3][c:4]1[cH:5][c:6]([C:7](=[O:8])[N:9]([O:10][CH3:11])[CH3:12])[cH:13][c:14]([S:16]([F:17])([F:18])([F:19])([F:20])[F:21])[cH:15]1.[CH2:25]1[O:26][CH2:27][CH2:28][CH2:29]1.[CH3:23][Mg+:24]>>[CH2:1]([CH3:2])[O:3][c:4]1[cH:5][c:6]([C:7](=[O:8])[CH3:23])[cH:13][c:14]([S:16]([F:17])([F:18])([F:19])([F:20])[F:21])[cH:15]1.